Dataset: the Open Reaction Database (ORD), a public repository of structured organic reaction records. Task: describe an organic reaction: reactants, conditions, products, and yield Reactants: C(C)(C)N(CC)C(C)C (Diisopropylethylamine), ClC1=CC=C(C(=N1)NC=1C(=NC=CC1)OC)[N+](=O)[O-] (6-chloro-N-(2-methoxypyridin-3-yl)-3-nitropyridin-2-amine), Cl.FC=1C=CC(=NC1)[C@H](C)N ((S)-1-(5-fluoropyridin-2-yl)ethanamine hydrochloride). Run in C(CCC)O (butanol), C(C)(=O)OCC (ethyl acetate). Conditions: temperature 80 celsius, time 8 hour. Product: FC=1C=CC(=NC1)[C@H](C)NC1=CC=C(C(=N1)NC=1C(=NC=CC1)OC)[N+](=O)[O-] (N6-[(1S)-1-(5-Fluoropyridin-2-yl)ethyl]-N2-(2-methoxypyridin-3-yl)-3-nitro pyridine-2,6-diamine). Yield: 94.0%. As a reaction SMILES: C(N(C(C)C)CC)(C)C.Cl[C:11]1[N:16]=[C:15]([NH:17][C:18]2[C:19]([O:24][CH3:25])=[N:20][CH:21]=[CH:22][CH:23]=2)[C:14]([N+:26]([O-:28])=[O:27])=[CH:13][CH:12]=1.Cl.[F:30][C:31]1[CH:32]=[CH:33][C:34]([C@@H:37]([NH2:39])[CH3:38])=[N:35][CH:36]=1>C(O)CCC.C(OCC)(=O)C>[F:30][C:31]1[CH:32]=[CH:33][C:34]([C@@H:37]([NH:39][C:11]2[N:16]=[C:15]([NH:17][C:18]3[C:19]([O:24][CH3:25])=[N:20][CH:21]=[CH:22][CH:23]=3)[C:14]([N+:26]([O-:28])=[O:27])=[CH:13][CH:12]=2)[CH3:38])=[N:35][CH:36]=1 |f:2.3|. Reported procedure: Diisopropylethylamine (0.49 mL, 2.81 mmol) was added to a solution of 6-chloro-N-(2-methoxypyridin-3-yl)-3-nitropyridin-2-amine (Preparation 22a, 0.26 g, 0.69 mmol) and (S)-1-(5-fluoropyridin-2-yl)ethanamine hydrochloride (prepared according to the method described in WO2006/82392A1, 0.13 g, 0.74 mmol) in butanol (5 mL) and the resulting mixture was stirred at 80° C. overnight. Subsequently, the reaction was cooled down, diluted with ethyl acetate and washed with brine (×3). The organic phase wa...